Dataset: the Open Reaction Database (ORD), a public repository of structured organic reaction records. Task: describe an organic reaction: reactants, conditions, products, and yield Reactants: CC(O)c1cc(Br)ccc1[N+](=O)[O-], CC(C)=O. Product: CC(=O)c1cc(Br)ccc1[N+](=O)[O-]. Reaction SMILES: [Br:1][c:2]1[cH:3][cH:4][c:5]([N+:11](=[O:12])[O-:13])[c:6]([CH:8]([CH3:9])[OH:10])[cH:7]1.[CH3:14][C:15](=[O:16])[CH3:17]>>[Br:1][c:2]1[cH:3][cH:4][c:5]([N+:11](=[O:12])[O-:13])[c:6]([C:8]([CH3:9])=[O:10])[cH:7]1. Reactants: OC1=C(C=O)C(=CC(=C1)OC1OCCCC1)COC (2-hydroxy-6-methoxymethyl-4-(tetrahydro-pyran-2-yloxy)-benzaldehyde), TEA, O(S(=O)(=O)C(F)(F)F)S(=O)(=O)C(F)(F)F (Tf2O). Procedure: A solution of 2-hydroxy-6-methoxymethyl-4-(tetrahydro-pyran-2-yloxy)-benzaldehyde (5.18 g, 19.5 mmol) and TEA (10.9 mL, 78.0 mmol) in dichloromethane (100 mL) was treated with Tf2O (7.20 mL, 42.8 mmol) at −78° C. for 1 h. The mixture was diluted with water (150 mL) and extracted with dichloromethane. The organic phases were separated, dried (Na2SO4), and concentrated to dryness. The residue was purified by the flash column chromatography (silica, hexanes/ethyl acetate=4:1), affording the title c... Yield: 67.3%. Solvent: O (water), ClCCl (dichloromethane). Yields the product C(=O)C1=C(C=C(C=C1COC)OC1OCCCC1)OS(=O)(=O)C(F)(F)F (Trifluoromethanesulfonic acid 2-formyl-3-methoxymethyl-5-(tetrahydro-pyran-2-yloxy)-phenyl ester). As a reaction SMILES: [OH:1][C:2]1[CH:9]=[C:8]([O:10][CH:11]2[CH2:16][CH2:15][CH2:14][CH2:13][O:12]2)[CH:7]=[C:6]([CH2:17][O:18][CH3:19])[C:3]=1[CH:4]=[O:5].[O:20](S(C(F)(F)F)(=O)=O)[S:21]([C:24]([F:27])([F:26])[F:25])(=O)=[O:22]>ClCCl.O>[CH:4]([C:3]1[C:6]([CH2:17][O:18][CH3:19])=[CH:7][C:8]([O:10][CH:11]2[CH2:16][CH2:15][CH2:14][CH2:13][O:12]2)=[CH:9][C:2]=1[O:1][S:21]([C:24]([F:27])([F:26])[F:25])(=[O:22])=[O:20])=[O:5].